Dataset: the Open Reaction Database (ORD), a public repository of structured organic reaction records. Task: describe an organic reaction: reactants, conditions, products, and yield The reactants are C, CCOC(=O)c1cc(-n2cc(C#N)c(-c3ccccc3)c2)ncc1OCc1ccccc1, CO, CCOC(C)=O, [Pd]. Product: CCOC(=O)c1cc(-n2cc(C#N)c(-c3ccccc3)c2)ncc1O. As a reaction SMILES: [C:35].[CH2:1]([CH3:2])[O:3][C:4]([c:5]1[cH:6][c:7](-[n:19]2[cH:20][c:21]([C:30]#[N:31])[c:22](-[c:24]3[cH:25][cH:26][cH:27][cH:28][cH:29]3)[cH:23]2)[n:8][cH:9][c:10]1[O:11][CH2:12][c:13]1[cH:14][cH:15][cH:16][cH:17][cH:18]1)=[O:32].[CH3:33][OH:34].[CH3:37][CH2:38][O:39][C:40](=[O:41])[CH3:42].[Pd:36]>>[CH2:1]([CH3:2])[O:3][C:4]([c:5]1[cH:6][c:7](-[n:19]2[cH:20][c:21]([C:30]#[N:31])[c:22](-[c:24]3[cH:25][cH:26][cH:27][cH:28][cH:29]3)[cH:23]2)[n:8][cH:9][c:10]1[OH:11])=[O:32]. Reactants: C(C)(C)(C)OC(=O)N1CCC=2C(=NNC2CC1)C1=CC=C(C=C1)Cl (3-(4-chloro-phenyl)-4,5,7,8-tetrahydro-1H-1,2,6-triaza-azulene-6-carboxylic acid tert-butyl ester), ClC1=CC=C(S1)CCl (5-chloro-thiophen-2-ylmethyl chloride), C(C)(C)(C)OC(=O)N1CCC2=C(N(N=C2CC1)CC=1SC(=CC1)Cl)C1=CC=C(C=C1)Cl (3-(4-chloro-phenyl)-2-(5-chloro-thiophen-2-ylmethyl)-4,5,7,8-tetrahydro-2H-1,2,6-triaza-azulene-6-carboxylic acid tert-butyl ester). The product is ClC1=CC=C(C=C1)C1=NN(C=2CCNCCC12)CC=1SC(=CC1)Cl (3-(4-Chloro-phenyl)-1-(5-chloro-thiophen-2-ylmethyl)-1,4,5,6,7,8-hexahydro-1,2,6-triaza-azulene). Yield: 38.3%. RXN SMILES: C(OC([N:8]1[CH2:17][CH2:16][C:15]2[NH:14][N:13]=[C:12]([C:18]3[CH:23]=[CH:22][C:21]([Cl:24])=[CH:20][CH:19]=3)[C:11]=2[CH2:10][CH2:9]1)=O)(C)(C)C.[Cl:25][C:26]1[S:30][C:29]([CH2:31]Cl)=[CH:28][CH:27]=1.C(OC(N1CCC2C(=C(C3C=CC(Cl)=CC=3)N(CC3SC(Cl)=CC=3)N=2)CC1)=O)(C)(C)C>>[Cl:24][C:21]1[CH:20]=[CH:19][C:18]([C:12]2[C:11]3[CH2:10][CH2:9][NH:8][CH2:17][CH2:16][C:15]=3[N:14]([CH2:31][C:29]3[S:30][C:26]([Cl:25])=[CH:27][CH:28]=3)[N:13]=2)=[CH:23][CH:22]=1. Reported procedure: The title compound (0.029 g) was prepared from 3-(4-chloro-phenyl)-4,5,7,8-tetrahydro-1H-1,2,6-triaza-azulene-6-carboxylic acid tert-butyl ester (Example 103, Step B; 0.2 mmol) using 5-chloro-thiophen-2-ylmethyl chloride (0.3 mmol) in place of 2-chloromethyl-thiophene. The reaction sequence also yielded 3-(4-chloro-phenyl)-2-(5-chloro-thiophen-2-ylmethyl)-4,5,7,8-tetrahydro-2H-1,2,6-triaza-azulene-6-carboxylic acid tert-butyl ester in the alkylation step. MS (ESI): exact mass calculated for C18H... Starting materials: C(C)(C)(C)OC(=O)N[C@@H](CC1=CC=C(C=C1)O)C(=O)N(C)CC(=O)NCC(=O)O (N-t-butoxycarbonyl-L-tyrosylsarcosylglycine), C(C1=CC=CC=C1)OC([C@@H](NC([C@@H](N)CC1=CC=CC=C1)=O)CCSC)=O (L-phenylalanyl-L-methionine benzyl ester). The product is C(C1=CC=CC=C1)OC([C@@H](NC([C@@H](NC(CNC(CN(C)C([C@@H](NC(=O)OC(C)(C)C)CC1=CC=C(C=C1)O)=O)=O)=O)CC1=CC=CC=C1)=O)CCSC)=O (N-t-butoxycarbonyl-L-tyrosylsarcosylglycyl-L-phenylalanyl-L-methionine benzyl ester). RXN SMILES: [C:1]([O:5][C:6]([NH:8][C@H:9]([C:18]([N:20]([CH2:22][C:23]([NH:25][CH2:26][C:27](O)=[O:28])=[O:24])[CH3:21])=[O:19])[CH2:10][C:11]1[CH:16]=[CH:15][C:14]([OH:17])=[CH:13][CH:12]=1)=[O:7])([CH3:4])([CH3:3])[CH3:2].[CH2:30]([O:37][C:38](=[O:56])[C@H:39]([CH2:52][CH2:53][S:54][CH3:55])[NH:40][C:41](=[O:51])[C@H:42]([CH2:44][C:45]1[CH:50]=[CH:49][CH:48]=[CH:47][CH:46]=1)[NH2:43])[C:31]1[CH:36]=[CH:35][CH:34]=[CH:33][CH:32]=1>>[CH2:30]([O:37][C:38](=[O:56])[C@H:39]([CH2:52][CH2:53][S:54][CH3:55])[NH:40][C:41](=[O:51])[C@H:42]([CH2:44][C:45]1[CH:46]=[CH:47][CH:48]=[CH:49][CH:50]=1)[NH:43][C:27](=[O:28])[CH2:26][NH:25][C:23](=[O:24])[CH2:22][N:20]([C:18](=[O:19])[C@H:9]([CH2:10][C:11]1[CH:16]=[CH:15][C:14]([OH:17])=[CH:13][CH:12]=1)[NH:8][C:6]([O:5][C:1]([CH3:3])([CH3:2])[CH3:4])=[O:7])[CH3:21])[C:31]1[CH:36]=[CH:35][CH:34]=[CH:33][CH:32]=1. Procedure: When equivalent quantities of N-t-butoxycarbonyl-L-tyrosylsarcosylglycine and L-phenylalanyl-L-methionine benzyl ester are reacted according to the procedure detailed in Example 12, there is obtained N-t-butoxycarbonyl-L-tyrosylsarcosylglycyl-L-phenylalanyl-L-methionine benzyl ester. The product is FC1=C(C=CC(=C1CO)F)C1=CC=CC=C1 (2,4-difluoro[1,1'-biphenyl]-3-methanol). Solvent: C(C)(=O)O (acetic acid). Isolated yield 87.0%. Reactants: C(C)(=O)OCC=1C(=C(C=CC1F)C1=CC=CC=C1)F ((2,4-difluoro[1,1'-biphenyl]-3-yl)methyl acetate), aqueous solution, [OH-].[Na+] (sodium hydroxide), CO (methanol). As a reaction SMILES: C([O:4][CH2:5][C:6]1[C:7]([F:19])=[C:8]([C:13]2[CH:18]=[CH:17][CH:16]=[CH:15][CH:14]=2)[CH:9]=[CH:10][C:11]=1[F:12])(=O)C.[OH-].[Na+].CO>C(O)(=O)C>[F:19][C:7]1[C:6]([CH2:5][OH:4])=[C:11]([F:12])[CH:10]=[CH:9][C:8]=1[C:13]1[CH:14]=[CH:15][CH:16]=[CH:17][CH:18]=1 |f:1.2|. Procedure: A solution of 3.1 g (0.012 mole) of (2,4-difluoro[1,1'-biphenyl]-3-yl)methyl acetate in 25 ml of a 2% aqueous solution of sodium hydroxide and 75 ml of methanol was stirred at ambient temperature until the reaction was complete as indicated by thin layer chromatography. The reaction mixture was neutralized with glacial acetic acid and concentrated under reduced pressure to give a residual solid. The solid was partitioned between diethyl ether and water. The phases were separated and the aqueous ... Reactants: ester, O1CCOCC1 (1,4-dioxane), ClC1=NC=C(C(=C1)C(C1=C(C=CC(=C1)F)F)SC1=CC=C(C=C1)Cl)Cl (2,5-Dichloro-4-[(4-chlorophenylthio)-(2,5-difluorophenyl)methyl]pyridine), Cl.C(C)(C)(C)OC(CCN)=O (β-alanine t-butyl ester hydrochloride). The solvent is C([O-])([O-])=O.[K+].[K+] (potassium carbonate), C(C)(=O)OCC (ethyl acetate). Product: ClC=1C(=CC(=NC1)NCCC(=O)OC(C)(C)C)C(C1=C(C=CC(=C1)F)F)SC1=CC=C(C=C1)Cl (t-Butyl 3-[[5-chloro-4-[(4-chlorophenylthio)-(2,5-difluorophenyl)methyl]pyridin-2-yl]amino]propionate). The yield is 20.9%. Reaction SMILES: Cl.[C:2]([O:6][C:7](=[O:11])[CH2:8][CH2:9][NH2:10])([CH3:5])([CH3:4])[CH3:3].O1CCOCC1.Cl[C:19]1[CH:24]=[C:23]([CH:25]([S:34][C:35]2[CH:40]=[CH:39][C:38]([Cl:41])=[CH:37][CH:36]=2)[C:26]2[CH:31]=[C:30]([F:32])[CH:29]=[CH:28][C:27]=2[F:33])[C:22]([Cl:42])=[CH:21][N:20]=1>C(=O)([O-])[O-].[K+].[K+].C(OCC)(=O)C>[Cl:42][C:22]1[C:23]([CH:25]([S:34][C:35]2[CH:40]=[CH:39][C:38]([Cl:41])=[CH:37][CH:36]=2)[C:26]2[CH:31]=[C:30]([F:32])[CH:29]=[CH:28][C:27]=2[F:33])=[CH:24][C:19]([NH:10][CH2:9][CH2:8][C:7]([O:6][C:2]([CH3:5])([CH3:4])[CH3:3])=[O:11])=[N:20][CH:21]=1 |f:0.1,4.5.6|. Procedure details: In a small amount of a saturated aqueous solution of potassium carbonate was dissolved β-alanine t-butyl ester hydrochloride (1.5 g), followed by extraction with methylene chloride. The extract was dried and concentrated into 720 mg of β-alanine t-butyl ester in the free form. The resulting ester and a 1,4-dioxane (2.0 ml) solution of the 2,5-dichloro-4-[(4-chlorophenylthio)-(2,5-difluorophenyl)methyl]pyridine (300 mg, 0.72 mmol) obtained in Example 54 was stirred at 120° C. for 4 days under an ... Reactants: CCOC(=O)Oc1ccc([N+](=O)[O-])c(C=O)c1, CC(C)=O, CC(=O)O, ClC(Cl)Cl, [K+], O=[Mn](=O)(=O)[O-], [Na+], [Na+], O=S(=O)(O)O, O=S([O-])S(=O)(=O)[O-]. The product is CCOC(=O)Oc1ccc([N+](=O)[O-])c(C(=O)O)c1. RXN SMILES: [C:1]([O:2][c:3]1[cH:4][c:5]([CH:12]=[O:13])[c:6]([N+:9](=[O:10])[O-:11])[cH:7][cH:8]1)([O:14][CH2:15][CH3:16])=[O:17].[CH3:42][C:43](=[O:44])[CH3:45].[CH3:46][C:47](=[O:48])[OH:49].[CH:38]([Cl:39])([Cl:40])[Cl:41].[K+:23].[Mn:18](=[O:19])([O-:20])(=[O:21])=[O:22].[Na+:36].[Na+:37].[S:24](=[O:25])(=[O:26])([OH:27])[OH:28].[S:29]([S:30]([O-:31])=[O:32])([O-:33])(=[O:34])=[O:35]>>[C:1]([O:2][c:3]1[cH:4][c:5]([C:12](=[O:13])[OH:19])[c:6]([N+:9](=[O:10])[O-:11])[cH:7][cH:8]1)([O:14][CH2:15][CH3:16])=[O:17]. Starting materials: C([O-])([O-])=O.[K+].[K+] (Potassium carbonate), BrCC(C)C (1-bromo-2-methylpropane), OC1=CC=C(C=C1)C(C(=O)C1=CC=C(C=C1)O)=O (1,2-Bis(4-hydroxyphenyl)ethane-1,2-dione). Reagents/catalysts: [Br-].C(CCC)[N+](CCCC)(CCCC)CCCC (tetrabutylammonium bromide). Run in CN(C)C=O (DMF). Reaction conditions: temperature 130 celsius, time 8 hour. Product: C(C(C)C)OC1=CC=C(C=C1)C(C(=O)C1=CC=C(C=C1)OCC(C)C)=O (1,2-bis(4-isobutoxyphenyl)ethane-1,2-dione). Isolated yield 212.9%. As a reaction SMILES: [OH:1][C:2]1[CH:7]=[CH:6][C:5]([C:8](=[O:18])[C:9]([C:11]2[CH:16]=[CH:15][C:14]([OH:17])=[CH:13][CH:12]=2)=[O:10])=[CH:4][CH:3]=1.C(=O)([O-])[O-].[K+].[K+].Br[CH2:26][CH:27]([CH3:29])[CH3:28]>CN(C=O)C.[Br-].C([N+](CCCC)(CCCC)CCCC)CCC>[CH2:26]([O:1][C:2]1[CH:3]=[CH:4][C:5]([C:8](=[O:18])[C:9]([C:11]2[CH:16]=[CH:15][C:14]([O:17][CH2:4][CH:5]([CH3:8])[CH3:6])=[CH:13][CH:12]=2)=[O:10])=[CH:6][CH:7]=1)[CH:27]([CH3:29])[CH3:28] |f:1.2.3,6.7|. Procedure: 1,2-Bis(4-hydroxyphenyl)ethane-1,2-dione (0.77 g, 3.18 mmol) was dissolved in 20 mL of DMF. Potassium carbonate (1.3 g, 9.4 mmol), tetrabutylammonium bromide (0.5 g, 1.55 mmol) and 1-bromo-2-methylpropane (0.86 mL, 7.91 mmol) were added, then the reaction was stirred at 130° C. overnight. The mixture was extracted with ethyl acetate and the organic phase was washed with water, dried over sodium sulfate. Concentration under vacuum gave the title compound as oil (1.2 g, quantitative).